Dataset: the Open Reaction Database (ORD), a public repository of structured organic reaction records. Task: describe an organic reaction: reactants, conditions, products, and yield Reactants: ClC1=C(C(=O)OC)C=C(C(=C1C)Cl)OC (Methyl 2,4-dichloro-5-methoxy-3-methylbenzoate), [OH-].[K+] (Potassium hydroxide). Run in CO (MeOH). Conditions: temperature 50 celsius, time 19 hour. Product: ClC1=C(C(=O)O)C=C(C(=C1C)Cl)O (2,4-Dichloro-5-hydroxy-3-methylbenzoic acid). Isolated yield 95.2%. As a reaction SMILES: [Cl:1][C:2]1[C:11]([CH3:12])=[C:10]([Cl:13])[C:9]([O:14]C)=[CH:8][C:3]=1[C:4]([O:6]C)=[O:5].[OH-].[K+]>CO>[Cl:1][C:2]1[C:11]([CH3:12])=[C:10]([Cl:13])[C:9]([OH:14])=[CH:8][C:3]=1[C:4]([OH:6])=[O:5] |f:1.2|. Procedure details: Methyl 2,4-dichloro-5-methoxy-3-methylbenzoate (238 mg, 0.96 mmol) was dissolved in MeOH (30 mL) and flushed with argon. Potassium hydroxide (308 mg, 4.78 mmol) was added and the reaction mixture was stirred at 50° C. for 19 h. The solvent was evaporated and the residue was dried in vacuum. Hydrobromic acid 30 mL, 48%, aq) was added and the mixture was heated to 110° C. After 3 days most of the HBr was removed by vacuum-distillation. The crude product was mixed with H2O (10 mL), concentrated NH3... Starting materials: Clc1nc2ccccc2[nH]1, ClCCl, Cl, NCCC(c1ccccc1)c1ccccc1. Yields the product Cl, c1ccc(C(CCNc2nc3ccccc3[nH]2)c2ccccc2)cc1. As a reaction SMILES: [Cl:1][c:2]1[nH:3][c:4]2[c:5]([n:6]1)[cH:7][cH:8][cH:9][cH:10]2.[Cl:28][CH2:29][Cl:30].[ClH:27].[c:11]1([CH:17]([CH2:18][CH2:19][NH2:20])[c:21]2[cH:22][cH:23][cH:24][cH:25][cH:26]2)[cH:12][cH:13][cH:14][cH:15][cH:16]1>>[ClH:1].[c:2]1([NH:20][CH2:19][CH2:18][CH:17]([c:11]2[cH:12][cH:13][cH:14][cH:15][cH:16]2)[c:21]2[cH:22][cH:23][cH:24][cH:25][cH:26]2)[nH:3][c:4]2[c:5]([n:6]1)[cH:7][cH:8][cH:9][cH:10]2. The reactants are [BH4-], COc1ccc(OCCCN)cc1, CO, [Na+], O, O=Cc1cccc(O)c1. Product: COc1ccc(OCCCNCc2cccc(O)c2)cc1. As a reaction SMILES: [BH4-:24].[CH3:1][O:2][c:3]1[cH:4][cH:5][c:6]([O:7][CH2:8][CH2:9][CH2:10][NH2:11])[cH:12][cH:13]1.[CH3:26][OH:27].[Na+:25].[OH2:23].[OH:14][c:15]1[cH:16][c:17]([CH:18]=[O:19])[cH:20][cH:21][cH:22]1>>[CH3:1][O:2][c:3]1[cH:4][cH:5][c:6]([O:7][CH2:8][CH2:9][CH2:10][NH:11][CH2:18][c:17]2[cH:16][c:15]([OH:14])[cH:22][cH:21][cH:20]2)[cH:12][cH:13]1. Starting materials: C(C)OC(=O)C1=CC=C(C=C1)N1CCN(CC1)CC1=CNC2=NC=CC=C21 (3-(4-[4-ethoxycarbonylphenyl]piperazin-1-yl)methyl-1H-pyrrolo[2,3-b]pyridine), [OH-].[Na+] (sodium hydroxide). Solvent: C(C)O (ethanol). Run at time 8 day. The product is C(=O)(O)C1=CC=C(C=C1)N1CCN(CC1)CC1=CNC2=NC=CC=C21 (3-(4-[4-Carboxyphenyl]piperazin-1-yl)methyl-1H-pyrrolo[2,3-b]pyridine). Isolated yield 66.8%. Reaction SMILES: C([O:3][C:4]([C:6]1[CH:11]=[CH:10][C:9]([N:12]2[CH2:17][CH2:16][N:15]([CH2:18][C:19]3[C:27]4[C:22](=[N:23][CH:24]=[CH:25][CH:26]=4)[NH:21][CH:20]=3)[CH2:14][CH2:13]2)=[CH:8][CH:7]=1)=[O:5])C.[OH-].[Na+]>C(O)C>[C:4]([C:6]1[CH:11]=[CH:10][C:9]([N:12]2[CH2:17][CH2:16][N:15]([CH2:18][C:19]3[C:27]4[C:22](=[N:23][CH:24]=[CH:25][CH:26]=4)[NH:21][CH:20]=3)[CH2:14][CH2:13]2)=[CH:8][CH:7]=1)([OH:5])=[O:3] |f:1.2|. Procedure details: A suspension of 3-(4-[4-ethoxycarbonylphenyl]piperazin-1-yl)methyl-1H-pyrrolo[2,3-b]pyridine (0.6594 g, 1.81 mmol) in ethanol (50 ml) containing 1M aqueous sodium hydroxide (10.5 ml, 10.8 mmol) was stirred at room temperature for eight days, during which time the solid slowly dissolved. The reaction mixture was concentrated to a small volume, diluted with water and neutralised (pH 6-7) with acetic acid to give a gum which solidified on standing. The solid was collected, washed with water and dri... Reaction SMILES: [CH2:23]([c:24]1[cH:25][cH:26][cH:27][cH:28][cH:29]1)[O:30][c:31]1[cH:32][cH:33][c:34]([O:35][CH2:36][CH2:37][N:38]([CH3:39])[CH3:40])[cH:41][cH:42]1.[NH2:1][c:2]1[n:3]([C:4]([O:5][C:6]([CH3:7])([CH3:8])[CH3:9])=[O:10])[n:11][c:12](-[c:13]2[cH:14][cH:15][c:16]([OH:17])[cH:18][cH:19]2)[c:20]1[C:21]#[N:22]>>[OH:30][c:31]1[cH:32][cH:33][c:34]([O:35][CH2:36][CH2:37][N:38]([CH3:39])[CH3:40])[cH:41][cH:42]1. Yields the product CN(C)CCOc1ccc(O)cc1. Reactants: CN(C)CCOc1ccc(OCc2ccccc2)cc1, CC(C)(C)OC(=O)n1nc(-c2ccc(O)cc2)c(C#N)c1N.